Dataset: the Open Reaction Database (ORD), a public repository of structured organic reaction records. Task: describe an organic reaction: reactants, conditions, products, and yield Reactants: C(C)OC(CC1=C(N(C2=CC=C(C=C12)OC)CC1=CC(=CC=C1)Cl)CC)=O (1-[(3-chlorophenyl)methyl]-2-ethyl-5-methoxy-1H-indole-3-acetic acid ethyl ester), NN (hydrazine), O (water). Solvent: C(C)O (ethanol). Yields the product ClC=1C=C(C=CC1)CN1C(=C(C2=CC(=CC=C12)OC)CC(=O)NN)CC (1-[(3-chlorophenyl)methyl]-2-ethyl-5-methoxy-1H-indole-3-acetic acid hydrazide). Yield: 62.0%. Reaction SMILES: C([O:3][C:4](=O)[CH2:5][C:6]1[C:14]2[C:9](=[CH:10][CH:11]=[C:12]([O:15][CH3:16])[CH:13]=2)[N:8]([CH2:17][C:18]2[CH:23]=[CH:22][CH:21]=[C:20]([Cl:24])[CH:19]=2)[C:7]=1[CH2:25][CH3:26])C.[NH2:28][NH2:29].O>C(O)C>[Cl:24][C:20]1[CH:19]=[C:18]([CH2:17][N:8]2[C:9]3[C:14](=[CH:13][C:12]([O:15][CH3:16])=[CH:11][CH:10]=3)[C:6]([CH2:5][C:4]([NH:28][NH2:29])=[O:3])=[C:7]2[CH2:25][CH3:26])[CH:23]=[CH:22][CH:21]=1. Reported procedure: A mixture of 1.93 g (5 mmol) of 1-[(3-chlorophenyl)methyl]-2-ethyl-5-methoxy-1H-indole-3-acetic acid ethyl ester and 5 mL of hydrazine in 20 mL of ethanol was heated to maintain reflux for 19 hours. After cooling, water was added and the mixture was extracted with ethyl acetate. The ethyl acetate solution was washed with brine, dried (MgSO4), and concentrated to give 1.144 g (62% yield) of 1-[(3-chlorophenyl)methyl]-2-ethyl-5-methoxy-1H-indole-3-acetic acid hydrazide.